From a dataset of the Open Reaction Database (ORD), a public repository of structured organic reaction records. describe an organic reaction: reactants, conditions, products, and yield Starting materials: C(C)(=O)OCC (ethyl acetate), C(CCCCCCCCCCCCCCC)C(C(CBr)OCCCCCCCCCCCCCCCC)O (1,2-O-dihexadecyl-3-bromo-1,2-propanediol), O1CCCC1 (tetrahydrofuran), C[S-].[Na+] (sodium thiomethoxide), C[S-].[Na+] (sodium thiomethoxide). Solvent: C(Cl)(Cl)Cl (chloroform), CCCCCC (hexane). Conditions: time 8 hour. Yields the product C(CCCCCCCCCCCCCCC)C(C(CSC)OCCCCCCCCCCCCCCCC)O (1,2-O-dihexadecyl-3-methylthio-1,2-propanediol). Yield: 90.0%. As a reaction SMILES: [CH2:1]([CH:17]([OH:38])[CH:18]([O:21][CH2:22][CH2:23][CH2:24][CH2:25][CH2:26][CH2:27][CH2:28][CH2:29][CH2:30][CH2:31][CH2:32][CH2:33][CH2:34][CH2:35][CH2:36][CH3:37])[CH2:19]Br)[CH2:2][CH2:3][CH2:4][CH2:5][CH2:6][CH2:7][CH2:8][CH2:9][CH2:10][CH2:11][CH2:12][CH2:13][CH2:14][CH2:15][CH3:16].O1CCCC1.[CH3:44][S-:45].[Na+].C(OCC)(=O)C>CCCCCC.C(Cl)(Cl)Cl>[CH2:1]([CH:17]([OH:38])[CH:18]([O:21][CH2:22][CH2:23][CH2:24][CH2:25][CH2:26][CH2:27][CH2:28][CH2:29][CH2:30][CH2:31][CH2:32][CH2:33][CH2:34][CH2:35][CH2:36][CH3:37])[CH2:19][S:45][CH3:44])[CH2:2][CH2:3][CH2:4][CH2:5][CH2:6][CH2:7][CH2:8][CH2:9][CH2:10][CH2:11][CH2:12][CH2:13][CH2:14][CH2:15][CH3:16] |f:2.3|. Reported procedure: Racemic 1,2-O-dihexadecyl-3-bromo-1,2-propanediol (from Step 1), 2.0 g (3.3 mmoles), was dissolved into 100 ml of dry tetrahydrofuran in a 250 ml round bottom flask equipped with a magnetic stir bar. To this solution was added 2.33 g (33.2 mmoles) of sodium thiomethoxide powder and the reaction mixture was stirred overnight at room temperature. The reaction was monitored by TLC (silica gel, 5% ethyl acetate in hexane) and an additional 490 mg (7 mmoles) of sodium thiomethoxide was added to the r... The reactants are C(C1=CC=CC=C1)S (benzylmercaptan), C(=O)([O-])[O-].[K+].[K+] (K2CO3), ClC1=NC=CC=C1[N+](=O)[O-] (2-chloro-3-nitropyridine). Solvent: C(C)#N (acetonitrile), C(C)#N (acetonitrile). Reaction conditions: temperature 60 celsius, time 40 minute. The product is C(C1=CC=CC=C1)C1=NC=CC=C1[N+](=O)[O-] (2-benzyl3-nitropyridine). Isolated yield 90.2%. RXN SMILES: [CH2:1](S)[C:2]1[CH:7]=[CH:6][CH:5]=[CH:4][CH:3]=1.C([O-])([O-])=O.[K+].[K+].Cl[C:16]1[C:21]([N+:22]([O-:24])=[O:23])=[CH:20][CH:19]=[CH:18][N:17]=1>C(#N)C>[CH2:1]([C:16]1[C:21]([N+:22]([O-:24])=[O:23])=[CH:20][CH:19]=[CH:18][N:17]=1)[C:2]1[CH:7]=[CH:6][CH:5]=[CH:4][CH:3]=1 |f:1.2.3|. Procedure details: 39.1 g (0.315 mol) of benzylmercaptan are introduced into 200 ml of acetonitrile, 47.8 g (0.346 mol) of K2CO3 are added, and the mixture is stirred for 40 minutes at 60° C. 50.0 g (0.315 mol) of 2-chloro-3-nitropyridine, dissolved in 150 ml of acetonitrile, are subsequently added dropwise and the mixture is refluxed for 4 hours. The acetonitrile is distilled off under reduced pressure, the residue is taken up in dichloromethane, the organic phase is washed in each case once with saturated sodium... The reactants are CN(C(CCC1=C(NC2=CC=CC=C12)C=1C(=NOC1C)C1=CC=CC=C1)=O)C (N,N-dimethyl-2-(5-methyl-3-phenyl-4-isoxazolyl)-3-indole propionamide), [H-].[Al+3].[Li+].[H-].[H-].[H-] (lithium aluminum hydride). Solvent: O1CCCC1 (tetrahydrofuran), O1CCCC1 (tetrahydrofuran). Conditions: time 2 hour. Yields the product CC1=C(C(=NO1)C1=CC=CC=C1)C=1NC2=CC=CC=C2C1CCCN(C)C (2-(5-methyl-3-phenyl-4-isoxazolyl)-3-(3-dimethylaminopropyl)-indole). Reaction SMILES: [CH3:1][N:2]([CH3:28])[C:3](=O)[CH2:4][CH2:5][C:6]1[C:14]2[C:9](=[CH:10][CH:11]=[CH:12][CH:13]=2)[NH:8][C:7]=1[C:15]1[C:16]([C:21]2[CH:26]=[CH:25][CH:24]=[CH:23][CH:22]=2)=[N:17][O:18][C:19]=1[CH3:20].[H-].[Al+3].[Li+].[H-].[H-].[H-]>O1CCCC1>[CH3:20][C:19]1[O:18][N:17]=[C:16]([C:21]2[CH:26]=[CH:25][CH:24]=[CH:23][CH:22]=2)[C:15]=1[C:7]1[NH:8][C:9]2[C:14]([C:6]=1[CH2:5][CH2:4][CH2:3][N:2]([CH3:28])[CH3:1])=[CH:13][CH:12]=[CH:11][CH:10]=2 |f:1.2.3.4.5.6|. Reported procedure: A solution of 2.0 g (0.0054 mole) of N,N-dimethyl-2-(5-methyl-3-phenyl-4-isoxazolyl)-3-indole propionamide in 80 ml tetrahydrofuran is added to a suspension of 0.82 g (0.0216 mole) of lithium aluminum hydride in 40 ml tetrahydrofuran dropwise, maintaining the temperature between 20° and 25° C. After the addition is complete the mixture is stirred at room temperature for two hours, cooled and quenched by the addition of 2 ml of water in 20 ml tetrahydrofuran. The resulting mixture is dried over m...